From a dataset of the Open Reaction Database (ORD), a public repository of structured organic reaction records. describe an organic reaction: reactants, conditions, products, and yield Starting materials: C1CCOC1, C=CCCC(=O)NC(CCCC)C(=O)OC, Cl, [Na+], [OH-]. Product: C=CCCC(=O)NC(CCCC)C(=O)O. Reaction SMILES: [CH2:20]1[O:21][CH2:22][CH2:23][CH2:24]1.[CH3:1][O:2][C:3]([CH:4]([NH:5][C:6]([CH2:7][CH2:8][CH:9]=[CH2:10])=[O:11])[CH2:12][CH2:13][CH2:14][CH3:15])=[O:16].[ClH:19].[Na+:18].[OH-:17]>>[O:2]=[C:3]([CH:4]([NH:5][C:6]([CH2:7][CH2:8][CH:9]=[CH2:10])=[O:11])[CH2:12][CH2:13][CH2:14][CH3:15])[OH:16]. Starting materials: C(C=C)NC1=NC(=NC2=CC=C(C=C12)[N+](=O)[O-])Cl (4-allylamino-2-chloro-6-nitroquinazoline), COCCN (2-methoxyethylamine). Run in O (Water). Reaction conditions: time 2.5 hour. Yields the product C(C=C)NC1=NC(=NC2=CC=C(C=C12)[N+](=O)[O-])NCCOC (4-Allylamino-2-(2-methoxyethylamino)-6-nitroquinazoline). Yield: 74.3%. As a reaction SMILES: [CH2:1]([NH:4][C:5]1[C:14]2[C:9](=[CH:10][CH:11]=[C:12]([N+:15]([O-:17])=[O:16])[CH:13]=2)[N:8]=[C:7](Cl)[N:6]=1)[CH:2]=[CH2:3].[CH3:19][O:20][CH2:21][CH2:22][NH2:23]>O>[CH2:1]([NH:4][C:5]1[C:14]2[C:9](=[CH:10][CH:11]=[C:12]([N+:15]([O-:17])=[O:16])[CH:13]=2)[N:8]=[C:7]([NH:23][CH2:22][CH2:21][O:20][CH3:19])[N:6]=1)[CH:2]=[CH2:3]. Procedure: A mixture of 250 mg (0.95 mmol) of 4-allylamino-2-chloro-6-nitroquinazoline and 864 mg (11.50 mmol) of 2-methoxyethylamine was stirred at room temperature for 2.5 hours. Water was added to the reaction mixture, followed by extraction with ethyl acetate, washing with brine and drying over anhydrous sodium sulfate. After the solvent was distilled off, the residue was purified by a silica gel column to give 214 mg (yield: 74.7%) of the title compound.